This data is from the Open Reaction Database (ORD), a public repository of structured organic reaction records. The task is: describe an organic reaction: reactants, conditions, products, and yield Starting materials: OO (hydrogen peroxide), FC(C(=O)O)(F)F (trifluoroacetic acid), ClC=1C=NC=CC1C#N (3-chloro-4-cyanopyridine). The solvent is ClCCl (dichloromethane). Run at time 8 hour. The product is ClC=1C=[N+](C=CC1C#N)[O-] (3-chloro-4-cyanopyridine N-oxide). The yield is 67.2%. Reaction SMILES: [Cl:1][C:2]1[CH:3]=[N:4][CH:5]=[CH:6][C:7]=1[C:8]#[N:9].OO.FC(F)(F)C(O)=[O:15]>ClCCl>[Cl:1][C:2]1[CH:3]=[N+:4]([O-:15])[CH:5]=[CH:6][C:7]=1[C:8]#[N:9]. Reported procedure: 9.6 g of 3-chloro-4-cyanopyridine was dissolved in 70 ml of dichloromethane. Then, 23.2 g of a 31% hydrogen peroxide aqueous solution and 16.0 g of trifluoroacetic acid were added thereto, and the mixture was stirred overnight at room temperature. After completion of the reaction, the reaction solution was extracted with dichloromethane. The organic layer was washed sequentially with an aqueous sodium hydrogen carbonate solution and an aqueous sodium hydrogen sulfite solution and the dried over ... As a reaction SMILES: [Br:16][c:17]1[cH:18][c:19]([F:24])[c:20]([NH2:21])[cH:22][cH:23]1.[CH2:1]([c:2]1[cH:3][cH:4][cH:5][cH:6][cH:7]1)[O:8][c:9]1[cH:10][c:11](=[O:15])[nH:12][cH:13][cH:14]1.[NH2:25][c:26]1[cH:27][cH:28][c:29](-[n:30]2[cH:31][cH:32][cH:33][cH:34][c:35]2=[O:36])[cH:37][c:38]1[F:39]>>[CH2:1]([c:2]1[cH:3][cH:4][cH:5][cH:6][cH:7]1)[O:8][c:9]1[cH:10][c:11](=[O:15])[n:12](-[c:17]2[cH:18][c:19]([F:24])[c:20]([NH2:21])[cH:22][cH:23]2)[cH:13][cH:14]1. Yields the product Nc1ccc(-n2ccc(OCc3ccccc3)cc2=O)cc1F. The reactants are Nc1ccc(Br)cc1F, O=c1cc(OCc2ccccc2)cc[nH]1, Nc1ccc(-n2ccccc2=O)cc1F. Reactants: C([O-])(O)=O.[Na+] (sodium bicarbonate), CC1C(CCCC1)=O (2-methylcyclohexanone), ClC1=CC(=CC=C1)C(=O)OO (m-chloroperbenzoic acid). The solvent is C(Cl)(Cl)Cl (chloroform), C(Cl)(Cl)Cl (chloroform). Conditions: time 3 hour. Yields the product OC(CCCCC(=O)O)C (6-hydroxyheptanoic acid). The yield is 66.2%. As a reaction SMILES: CC1CCCCC1=[O:8].Cl[C:10]1[CH:15]=[CH:14][CH:13]=[C:12]([C:16]([O:18]O)=[O:17])[CH:11]=1.C(=O)(O)[O-].[Na+]>C(Cl)(Cl)Cl>[OH:8][CH:14]([CH3:13])[CH2:15][CH2:10][CH2:11][CH2:12][C:16]([OH:18])=[O:17] |f:2.3|. Reported procedure: A solution of 2-methylcyclohexanone (11.1 g, 0.099 mol) in chloroform (15 ml) was added during 20 minutes, under nitrogen, to a stirred suspension of m-chloroperbenzoic acid (24.6 g, 0.143 mol) in chloroform (250 ml). After 3 hours, 40 minutes, the mixture was poured into aqueous sodium bicarbonate and extracted with methylene chloride. The extract was washed with brine, dried (MgSO4) and concentrated. The residue was distilled from a small amount of K2CO3 to give 9.58 g, bp 78°-79° C. (2.5-3 mm... The reactants are FC(S(=O)(=O)OC1=CC=C2CCCC3(C2=C1)C=1N(CCC3)C=NC1)(F)F (3′,4′,6,7-tetrahydro-2′H,5H-spiro[imidazo[1,5-a]pyridine-8,1′-naphthalen]-7′-yl trifluoromethanesulphonate), CN(C=O)C (N,N-dimethylformamide), ice water. The reagents and catalysts are [C-]#N.[Zn+2].[C-]#N (zinc(II) cyanide), C=1C=CC(=CC1)[P](C=2C=CC=CC2)(C=3C=CC=CC3)[Pd]([P](C=4C=CC=CC4)(C=5C=CC=CC5)C=6C=CC=CC6)([P](C=7C=CC=CC7)(C=8C=CC=CC8)C=9C=CC=CC9)[P](C=1C=CC=CC1)(C=1C=CC=CC1)C=1C=CC=CC1 (tetrakis(triphenylphosphine)palladium). Reaction conditions: temperature 120 celsius, time 20 hour. The product is C12(CCCC3=CC=C(C=C13)C#N)C=1N(CCC2)C=NC1 (3′,4′,6,7-Tetrahydro-2′H,5H-spiro[imidazo[1,5-a]pyridine-8,1′-naphthalene]-7′-carbonitrile), SiO2. Reaction SMILES: FC(F)(F)S(O[C:7]1[CH:16]=[C:15]2[C:10]([CH2:11][CH2:12][CH2:13][C:14]32[CH2:21][CH2:20][CH2:19][N:18]2[CH:22]=[N:23][CH:24]=[C:17]32)=[CH:9][CH:8]=1)(=O)=O.[CH3:27][N:28](C)C=O>[C-]#N.[Zn+2].[C-]#N.C1C=CC([P]([Pd]([P](C2C=CC=CC=2)(C2C=CC=CC=2)C2C=CC=CC=2)([P](C2C=CC=CC=2)(C2C=CC=CC=2)C2C=CC=CC=2)[P](C2C=CC=CC=2)(C2C=CC=CC=2)C2C=CC=CC=2)(C2C=CC=CC=2)C2C=CC=CC=2)=CC=1>[C:14]12([CH2:21][CH2:20][CH2:19][N:18]3[CH:22]=[N:23][CH:24]=[C:17]13)[C:15]1[C:10](=[CH:9][CH:8]=[C:7]([C:27]#[N:28])[CH:16]=1)[CH2:11][CH2:12][CH2:13]2 |f:2.3.4,^1:40,42,61,80|. Procedure: An apparatus purified by baking is charged under argon with 1.160 mmol of 3′,4′,6,7-tetrahydro-2′H,5H-spiro[imidazo[1,5-a]pyridine-8,1′-naphthalen]-7′-yl trifluoromethanesulphonate together with 2.320 mmol zinc(II) cyanide in 15 ml of degassed N,N-dimethylformamide. 0.093 mmol of tetrakis(triphenylphosphine)palladium is added and the reaction mixture is stirred at 120° C. for 20 hours. The reaction mixture is cooled and poured into 100 ml of ice-water. It is extracted with ethyl acetate (3×). Th...